Dataset: the Open Reaction Database (ORD), a public repository of structured organic reaction records. Task: describe an organic reaction: reactants, conditions, products, and yield Reactants: Fc1c(Br)ccc2c1OCCO2, C1CCOC1, [Li]CCCC, CN(C)C=O. Product: O=Cc1ccc2c(c1F)OCCO2. RXN SMILES: [Br:1][c:2]1[c:3]([F:12])[c:4]2[c:5]([cH:10][cH:11]1)[O:6][CH2:7][CH2:8][O:9]2.[CH2:23]1[O:24][CH2:25][CH2:26][CH2:27]1.[CH3:13][CH2:14][CH2:15][CH2:16][Li:17].[O:18]=[CH:19][N:20]([CH3:21])[CH3:22]>>[c:2]1([CH:19]=[O:18])[c:3]([F:12])[c:4]2[c:5]([cH:10][cH:11]1)[O:6][CH2:7][CH2:8][O:9]2. Procedure details: The title compound was prepared according to Procedure B from (4,4-dicyclopropyl-1,4-dihydro-2-oxo-2H-3,1-benzoxazin-6-yl)boronic acid and 4-bromo-2-thiophene carbonitrile. A white solid: mp 244-245° C.; 1H-NMR (DMSO-d6) δ 10.25 (s, 1H), 8.49 (d, 1H, J=0.87 Hz), 8.33 (s, 1H), 7.74 (d, 1H, J=1.44 Hz), 7.67 (dd, 1H, J=8.28, 1.54 Hz), 6.90 (d, 1H, J=8.28 Hz), 1.53 (m, 2H), 0.59-0.41 (m, 6H), 0.31-0.24 (m, 2H); MS (ESI) m/z 335 ([M−H]−, 100%); Anal. Calc. For C19H16N2O2S: C, 67.84; H, 4.79; N, 8.33.... Reaction SMILES: [CH:1]1([C:4]2([CH:18]3[CH2:20][CH2:19]3)[C:9]3[CH:10]=[C:11](B(O)O)[CH:12]=[CH:13][C:8]=3[NH:7][C:6](=[O:17])[O:5]2)[CH2:3][CH2:2]1.Br[C:22]1[CH:23]=[C:24]([C:27]#[N:28])[S:25][CH:26]=1>>[CH:1]1([C:4]2([CH:18]3[CH2:20][CH2:19]3)[O:5][C:6](=[O:17])[NH:7][C:8]3[CH:13]=[CH:12][C:11]([C:22]4[CH:23]=[C:24]([C:27]#[N:28])[S:25][CH:26]=4)=[CH:10][C:9]2=3)[CH2:3][CH2:2]1. The reactants are C1(CC1)C1(OC(NC2=C1C=C(C=C2)B(O)O)=O)C2CC2 ((4,4-dicyclopropyl-1,4-dihydro-2-oxo-2H-3,1-benzoxazin-6-yl)boronic acid), BrC=1C=C(SC1)C#N (4-bromo-2-thiophene carbonitrile). Product: C1(CC1)C1(C2=C(NC(O1)=O)C=CC(=C2)C=2C=C(SC2)C#N)C2CC2 (4-(4,4-Dicyclopropyl-2-oxo-1,4-dihydro-2H-benzo[d][1,3]oxazin-6-yl)-thiophene-2-carbonitrile). Reactants: C1(=CC=CC=C1)CNC(=O)C=1C=NC=C(C1)B1OC(C(O1)(C)C)(C)C (N-(phenylmethyl)-5-(4,4,5,5-tetramethyl-1,3,2-dioxaborolan-2-yl)pyridine-3-carboxamide), NC=1C(=NC(=CN1)Br)C(=O)NC (3-amino-6-bromo-N-methyl-2-pyrazincarboxamide). Yields the product NC=1C(=NC(=CN1)C=1C=NC=C(C1)C(=O)NCC1=CC=CC=C1)C(=O)NC (3-amino-N-methyl-6-(5-{[(phenylmethyl)amino]carbonyl}pyridin-3-yl)pyrazine-2-carboxamide). The yield is 38.0%. Reaction SMILES: [C:1]1([CH2:7][NH:8][C:9]([C:11]2[CH:12]=[N:13][CH:14]=[C:15](B3OC(C)(C)C(C)(C)O3)[CH:16]=2)=[O:10])[CH:6]=[CH:5][CH:4]=[CH:3][CH:2]=1.[NH2:26][C:27]1[C:28]([C:34]([NH:36][CH3:37])=[O:35])=[N:29][C:30](Br)=[CH:31][N:32]=1>>[NH2:26][C:27]1[C:28]([C:34]([NH:36][CH3:37])=[O:35])=[N:29][C:30]([C:15]2[CH:14]=[N:13][CH:12]=[C:11]([C:9]([NH:8][CH2:7][C:1]3[CH:2]=[CH:3][CH:4]=[CH:5][CH:6]=3)=[O:10])[CH:16]=2)=[CH:31][N:32]=1. Procedure details: 3-amino-N-methyl-6-(5-{[(phenylmethyl)amino]carbonyl}pyridin-3-yl)pyrazine-2-carboxamide was synthesized according to the procedure described above from N-(phenylmethyl)-5-(4,4,5,5-tetramethyl-1,3,2-dioxaborolan-2-yl)pyridine-3-carboxamide and 3-amino-6-bromo-N-methyl-2-pyrazincarboxamide. Yield 38%. 1H NMR (400 MHz, d6-DMSO): 9.58 (d, 1H), 9.36 (t, 1H), 9.02 (m, 3H), 8.86 (t, 1H), 7.34 (m, 4H), 7.24 (m, 1H), 4.50 (d, 2H), 2.83 (d, 3H); MS (EI) for C19H18N6O2: 363 (MH+). The reagents and catalysts are C=1C=CC(=CC1)[P](C=2C=CC=CC2)(C=3C=CC=CC3)[Pd]([P](C=4C=CC=CC4)(C=5C=CC=CC5)C=6C=CC=CC6)([P](C=7C=CC=CC7)(C=8C=CC=CC8)C=9C=CC=CC9)[P](C=1C=CC=CC1)(C=1C=CC=CC1)C=1C=CC=CC1 (tetrakis(triphenylphosphine)palladium). Yields the product O1C(=CC2=C1C=CC=C2)C2=CC(=C(C(=C2)C2=CC=CC=C2)O)CNC(C)(C)C (5-(benzofuran-2-yl)-3-((tert-butylamino)methyl)-[1,1′-biphenyl]-2-ol). Reactants: BrC=1C=C(C2=C(CN(CO2)C(C)(C)C)C1)C1=CC=CC=C1 (6-bromo-3-(tert-butyl)-8-phenyl-3,4-dihydro-2H-benzo[e][1,3]oxazine), O1C(=CC2=C1C=CC=C2)B(O)O (benzofuran-2-ylboronic acid), C([O-])([O-])=O.[K+].[K+] (potassium carbonate), O1C(=CC2=C1C=CC=C2)B(O)O (benzofuran-2-ylboronic acid). Solvent: COCCOCCOC (2-methoxyethyl ether), O (water). Reported procedure: A mixture of 6-bromo-3-(tert-butyl)-8-phenyl-3,4-dihydro-2H-benzo[e][1,3]oxazine (from Example 42, Step 2) (0.552 g, 1.6 mmol), benzofuran-2-ylboronic acid (0.387 g, 1.5 equiv), and potassium carbonate (0.885 g, 4 equiv) in 2-methoxyethyl ether (10 mL) and water (2 mL) was purged with nitrogen for 20 minutes. Tetrakis(triphenylphosphine)Pd (0) (82 mg, 0.073 mmol, 4.5 mol %) was added and the resulting mixture was heated at 51-62° C. for 1.5 hours. To the reaction mixture, additional benzofuran-2... Isolated yield 53.0%. Reaction conditions: temperature 56.5 celsius. As a reaction SMILES: Br[C:2]1[CH:3]=[C:4]([C:16]2[CH:21]=[CH:20][CH:19]=[CH:18][CH:17]=2)[C:5]2[O:10]C[N:8]([C:11]([CH3:14])([CH3:13])[CH3:12])[CH2:7][C:6]=2[CH:15]=1.[O:22]1[C:26]2[CH:27]=[CH:28][CH:29]=[CH:30][C:25]=2[CH:24]=[C:23]1B(O)O.C(=O)([O-])[O-].[K+].[K+]>COCCOCCOC.O.C1C=CC([P]([Pd]([P](C2C=CC=CC=2)(C2C=CC=CC=2)C2C=CC=CC=2)([P](C2C=CC=CC=2)(C2C=CC=CC=2)C2C=CC=CC=2)[P](C2C=CC=CC=2)(C2C=CC=CC=2)C2C=CC=CC=2)(C2C=CC=CC=2)C2C=CC=CC=2)=CC=1>[O:22]1[C:26]2[CH:27]=[CH:28][CH:29]=[CH:30][C:25]=2[CH:24]=[C:23]1[C:2]1[CH:3]=[C:4]([C:16]2[CH:21]=[CH:20][CH:19]=[CH:18][CH:17]=2)[C:5]([OH:10])=[C:6]([CH2:7][NH:8][C:11]([CH3:14])([CH3:13])[CH3:12])[CH:15]=1 |f:2.3.4,^1:53,55,74,93|. Reactants: ClC1=C(C(=O)O)C=CC=C1Cl (2,3-dichlorobenzoic acid), FC1(CC1)CC(CN)N1CN=C(C=C1)C(F)(F)F (3-(1-fluorocyclopropyl)-2-(6-(trifluoromethyl)pyrimidin-3-yl)propan-1-amine). Yields the product ClC1=C(C(=O)NCC(CC2(CC2)F)N2CN=C(C=C2)C(F)(F)F)C=CC=C1Cl (2,3-dichloro-N-(3-(1-fluorocyclopropyl)-2-(6-(trifluoromethyl)pyrimidin-3-yl)propyl)benzamide). As a reaction SMILES: [Cl:1][C:2]1[C:10]([Cl:11])=[CH:9][CH:8]=[CH:7][C:3]=1[C:4]([OH:6])=O.[F:12][C:13]1([CH2:16][CH:17]([N:20]2[CH:25]=[CH:24][C:23]([C:26]([F:29])([F:28])[F:27])=[N:22][CH2:21]2)[CH2:18][NH2:19])[CH2:15][CH2:14]1>>[Cl:1][C:2]1[C:10]([Cl:11])=[CH:9][CH:8]=[CH:7][C:3]=1[C:4]([NH:19][CH2:18][CH:17]([N:20]1[CH:25]=[CH:24][C:23]([C:26]([F:29])([F:28])[F:27])=[N:22][CH2:21]1)[CH2:16][C:13]1([F:12])[CH2:14][CH2:15]1)=[O:6]. Procedure: From 2,3-dichlorobenzoic acid and 3-(1-fluorocyclopropyl)-2-(6-(trifluoromethyl)pyrimidin-3-yl)propan-1-amine. LCMS (MH+): m/z=436.1, tR (minutes, Method G)=2.61 The reactants are COC=1C=C2C(CCC(C2=CC1)(C)C)(C)C (6-Methoxy-1,1,4,4-tetramethyl-1,2,3,4-tetrahydro-naphthalene), B(Br)(Br)Br (BBr3), C1(=CC=CC=C1)OC (anisole), 2005/0148590 A1, CC(C)(CCC(C)(O)C)O (2,5-dimethyl-hexane-2,5-diol). Run in C(Cl)Cl (CH2Cl2). Product: COC=1C=C2C(CCC(C2=CC1)(C)C)(C)C (6-Methoxy-1,1,4,4-tetramethyl-1,2,3,4-tetrahydro-naphthalene), CC1(C=2C=CC(=CC2C(CC1)(C)C)O)C (5,5,8,8-Tetramethyl-5,6,7,8-tetrahydro-naphthalen-2-ol). RXN SMILES: CC(O)(CCC(C)(O)C)C.C1(OC)C=CC=CC=1.[CH3:19][O:20][C:21]1[CH:22]=[C:23]2[C:28](=[CH:29][CH:30]=1)[C:27]([CH3:32])([CH3:31])[CH2:26][CH2:25][C:24]2([CH3:34])[CH3:33].B(Br)(Br)Br>C(Cl)Cl>[CH3:19][O:20][C:21]1[CH:22]=[C:23]2[C:28](=[CH:29][CH:30]=1)[C:27]([CH3:32])([CH3:31])[CH2:26][CH2:25][C:24]2([CH3:34])[CH3:33].[CH3:31][C:27]1([CH3:32])[CH2:26][CH2:25][C:24]([CH3:34])([CH3:33])[C:23]2[CH:22]=[C:21]([OH:20])[CH:30]=[CH:29][C:28]1=2. Reported procedure: 6-Methoxy-1,1,4,4-tetramethyl-1,2,3,4-tetrahydro-naphthalene was prepared employing the procedures described in U.S. Pat. Appl. Publ. 2005/0148590 A1, employing 2,5-dimethyl-hexane-2,5-diol and anisole as the starting materials. 6-Methoxy-1,1,4,4-tetramethyl-1,2,3,4-tetrahydro-naphthalene was subsequently treated with BBr3 in CH2Cl2 to provide the title compound.